This data is from the Open Reaction Database (ORD), a public repository of structured organic reaction records. The task is: describe an organic reaction: reactants, conditions, products, and yield The reactants are aqueous solution, Cl (HCl), C(N)(=O)N[C@@](CC(C)C)(C(=O)O)C ((S)-N-carbamoyl-α-methylleucine). Conditions: temperature 80 celsius. Product: C[C@]1(NC(NC1=O)=O)CC(C)C ((S)-4-methyl-4-isobutylimidazolidine-2,5-dione). RXN SMILES: Cl.[C:2]([NH:5][C@:6]([CH3:14])([C:11](O)=[O:12])[CH2:7][CH:8]([CH3:10])[CH3:9])(=[O:4])[NH2:3]>>[CH3:14][C@:6]1([CH2:7][CH:8]([CH3:10])[CH3:9])[C:11](=[O:12])[NH:3][C:2](=[O:4])[NH:5]1. Procedure: Water phase treated with ethyl acetate extraction was adjusted to a pH value of 1.0 and again extracted with 100 ml×2 of ethyl acetate. After distilling away ethyl acetate from an extract under reduced pressure, 1.10 g of (S)-N-carbamoyl-α-methylleucine was obtained as a white crystal [α]D25 =+8.0 (c=0.5, 0.1N NaOH)). To 25 ml of a 2N aqueous solution of HCl was added 1.00 g of the thus obtained (S)-N-carbamoyl-α-methylleucine and a mixture was heated at 80° C. for 2 hours in order to cyclize to...